This data is from the Open Reaction Database (ORD), a public repository of structured organic reaction records. The task is: describe an organic reaction: reactants, conditions, products, and yield The reactants are [Al+3], N#CCc1cccn1Cc1ccccc1, [Cl-], [Cl-], [Cl-], O=C(Cl)c1ccc(Cl)cc1, ClCCCl. Product: N#CCc1ccc(C(=O)c2ccc(Cl)cc2)n1Cc1ccccc1. As a reaction SMILES: [Al+3:12].[CH2:15]([c:16]1[cH:17][cH:18][cH:19][cH:20][cH:21]1)[n:22]1[c:23]([CH2:27][C:28]#[N:29])[cH:24][cH:25][cH:26]1.[Cl-:11].[Cl-:13].[Cl-:14].[Cl:1][c:2]1[cH:3][cH:4][c:5]([C:6](=[O:7])[Cl:8])[cH:9][cH:10]1.[Cl:30][CH2:31][CH2:32][Cl:33]>>[Cl:1][c:2]1[cH:3][cH:4][c:5]([C:6](=[O:7])[c:26]2[n:22]([CH2:15][c:16]3[cH:17][cH:18][cH:19][cH:20][cH:21]3)[c:23]([CH2:27][C:28]#[N:29])[cH:24][cH:25]2)[cH:9][cH:10]1. Reactants: C(C)(=O)C1=C(C(=C(OCC2=CC=C(C=C2)C(C=2C=C(C#N)C=CC2)N=[N+]=[N-])C=C1)CCC)O (3-{[4-(4-acetyl-3-hydroxy-2-propyl-phenoxymethyl)-phenyl]-azido-methyl}-benzonitrile), C1(=CC=CC=C1)P(C1=CC=CC=C1)C1=CC=CC=C1 (triphenylphosphine), O (water). The solvent is O1CCCC1 (tetrahydrofuran). Conditions: time 18 hour. Yields the product C(C)(=O)C1=C(C(=C(OCC2=CC=C(C=C2)C(C=2C=C(C#N)C=CC2)N)C=C1)CCC)O (3-{[4-(4-acetyl-3-hydroxy-2-propyl-phenoxymethyl)-phenyl]-amino-methyl}-benzonitrile). As a reaction SMILES: [C:1]([C:4]1[CH:29]=[CH:28][C:7]([O:8][CH2:9][C:10]2[CH:15]=[CH:14][C:13]([CH:16]([N:25]=[N+]=[N-])[C:17]3[CH:18]=[C:19]([CH:22]=[CH:23][CH:24]=3)[C:20]#[N:21])=[CH:12][CH:11]=2)=[C:6]([CH2:30][CH2:31][CH3:32])[C:5]=1[OH:33])(=[O:3])[CH3:2].C1(P(C2C=CC=CC=2)C2C=CC=CC=2)C=CC=CC=1.O>O1CCCC1>[C:1]([C:4]1[CH:29]=[CH:28][C:7]([O:8][CH2:9][C:10]2[CH:11]=[CH:12][C:13]([CH:16]([NH2:25])[C:17]3[CH:18]=[C:19]([CH:22]=[CH:23][CH:24]=3)[C:20]#[N:21])=[CH:14][CH:15]=2)=[C:6]([CH2:30][CH2:31][CH3:32])[C:5]=1[OH:33])(=[O:3])[CH3:2]. Reported procedure: A mixture of 3-{[4-(4-acetyl-3-hydroxy-2-propyl-phenoxymethyl)-phenyl]-azido-methyl}-benzonitrile (1.77 g, 4.02 mmol), triphenylphosphine (1.16 g, 4.42 mmol), water (0.5 mL) and tetrahydrofuran (25 mL) is stirred 18 hr. The mixture is concentrated, diluted with water (100 mL) and extracted to ethyl acetate (3×50 mL). The combined extracts are dried over sodium sulfate, filtered, and concentrated to a bright yellow residue. The compound is used without further purification. LCMS M−1 413. Starting materials: CCCCCCCCOc1ccc(C(=O)O)cc1, CCOCC, C(=NC1CCCCC1)=NC1CCCCC1, Oc1cc(Cl)c(Cl)cc1Cl. Yields the product CCCCCCCCOc1ccc(C(=O)Oc2cc(Cl)c(Cl)cc2Cl)cc1. As a reaction SMILES: [CH2:1]([CH2:2][CH2:3][CH2:4][CH2:5][CH2:6][CH2:7][CH3:8])[O:9][c:10]1[cH:11][cH:12][c:13]([C:14](=[O:15])[OH:16])[cH:17][cH:18]1.[CH3:44][CH2:45][O:46][CH2:47][CH3:48].[CH:29]1([N:30]=[C:31]=[N:32][CH:33]2[CH2:34][CH2:35][CH2:36][CH2:37][CH2:38]2)[CH2:39][CH2:40][CH2:41][CH2:42][CH2:43]1.[OH:19][c:20]1[cH:21][c:22]([Cl:23])[c:24]([Cl:25])[cH:26][c:27]1[Cl:28]>>[CH2:1]([CH2:2][CH2:3][CH2:4][CH2:5][CH2:6][CH2:7][CH3:8])[O:9][c:10]1[cH:11][cH:12][c:13]([C:14](=[O:15])[O:16][c:20]2[cH:21][c:22]([Cl:23])[c:24]([Cl:25])[cH:26][c:27]2[Cl:28])[cH:17][cH:18]1. Reactants: CCOC(=O)C1CC(OS(C)(=O)=O)CC1C(=O)N1CCC(F)(F)C1, Sc1ccc(Br)cc1Cl. Yields the product CCOC(=O)C1CC(Sc2ccc(Br)cc2Cl)CC1C(=O)N1CCC(F)(F)C1. Reaction SMILES: [CH2:1]([CH3:2])[O:3][C:4](=[O:5])[CH:6]1[CH:7]([C:16](=[O:17])[N:18]2[CH2:19][C:20]([F:23])([F:24])[CH2:21][CH2:22]2)[CH2:8][CH:9]([O:11][S:12]([CH3:13])(=[O:14])=[O:15])[CH2:10]1.[Cl:25][c:26]1[c:27]([SH:33])[cH:28][cH:29][c:30]([Br:32])[cH:31]1>>[CH2:1]([CH3:2])[O:3][C:4](=[O:5])[CH:6]1[CH:7]([C:16](=[O:17])[N:18]2[CH2:19][C:20]([F:23])([F:24])[CH2:21][CH2:22]2)[CH2:8][CH:9]([S:33][c:27]2[c:26]([Cl:25])[cH:31][c:30]([Br:32])[cH:29][cH:28]2)[CH2:10]1. Reactants: CrO3, O (H2O), CC(C)=CCC[C@@H](CCC)C ((R)-2,6-dimethyl-non-2-ene), CrO3, O (H2O), CC(=O)C (acetone). Solvent: OS(=O)(=O)O (H2SO4), [Cl-].[Na+].O (brine), OS(=O)(=O)O (H2SO4). Yields the product C[C@@H](CCC(=O)O)CCC ((R)-4-methyl-heptanoic acid). Reaction SMILES: [CH3:1][C:2](=[CH:4][CH2:5][CH2:6][C@H](C)CCC)[CH3:3].[OH2:12].C[C:14]([CH3:16])=[O:15]>OS(O)(=O)=O.[Cl-].[Na+].O>[CH3:1][C@H:2]([CH2:4][CH2:5][CH3:6])[CH2:3][CH2:16][C:14]([OH:12])=[O:15] |f:4.5.6|. Procedure: To (R)-2,6-dimethyl-non-2-ene (20 g, 0.13 mol) in acetone (433 mL) was added a solution of CrO3 (39 g, 0.39 mol) in H2SO4 (33 mL)/H2O (146 mL) over 50 minutes. After 6 hours a further amount of CrO3 (26 g, 0.26 mol) in H2SO4 (22 mL)/H2O (100 mL) was added. After 12 hours the solution was diluted with brine and the solution extracted with ether. The combined organic phases were dried (MgSO4) and concentrated. Flash chromatography (gradient of 6:1 to 2:1 hexane/EtOAc) gave (R)-4-methyl-heptanoic a...